From a dataset of the Open Reaction Database (ORD), a public repository of structured organic reaction records. describe an organic reaction: reactants, conditions, products, and yield Reaction SMILES: [CH3:44][CH2:45][OH:46].[CH:1]([CH3:2])([CH3:3])[n:4]1[n:5][cH:6][n:7][c:8]1-[c:9]1[n:10][c:11]2[n:12]([cH:36]1)[CH2:13][CH2:14][O:15][c:16]1[c:17]-2[cH:18][cH:19][c:20](-[c:22]2[n:23][cH:24][n:25]([CH2:27][CH2:28][O:29][CH:30]3[CH2:31][CH2:32][CH2:33][CH2:34][O:35]3)[cH:26]2)[cH:21]1.[ClH:37].[O:38]1[CH2:39][CH2:40][O:41][CH2:42][CH2:43]1>>[CH:1]([CH3:2])([CH3:3])[n:4]1[n:5][cH:6][n:7][c:8]1-[c:9]1[n:10][c:11]2[n:12]([cH:36]1)[CH2:13][CH2:14][O:15][c:16]1[c:17]-2[cH:18][cH:19][c:20](-[c:22]2[n:23][cH:24][n:25]([CH2:27][CH2:28][OH:29])[cH:26]2)[cH:21]1. Reactants: CCO, CC(C)n1ncnc1-c1cn2c(n1)-c1ccc(-c3cn(CCOC4CCCCO4)cn3)cc1OCC2, Cl, C1COCCO1. Yields the product CC(C)n1ncnc1-c1cn2c(n1)-c1ccc(-c3cn(CCO)cn3)cc1OCC2.